This data is from the Open Reaction Database (ORD), a public repository of structured organic reaction records. The task is: describe an organic reaction: reactants, conditions, products, and yield The reactants are CN1N=C(OC1=O)C1=C(C=CC=C1)S(=O)(=O)N (2-(4,5-Dihydro-4-methyl-5-oxo-1,3,4-oxadiazol-2-yl)benzenesulfonamide), C1(=CC=CC=C1)OC(NC1=NC(=NC(=N1)C)OC)=O (phenyl(4-methyl-6-methoxy-1,3,5-triazin-2-yl)carbamate), C1CCC2=NCCCN2CC1 (DBU). Run in O1CCOCC1 (p-dioxane). The product is CN1N=C(OC1=O)C=1C(=CCCC1)S(=O)(=O)NC(=O)NC1=NC(=NC(=N1)C)OC (4,5-Dihydro-4-methyl-5-oxo-1,3,4-oxadiazol-2-yl-N[(4-methyl-6-methoxy-1,3,5-triazin-2-yl)aminocarbonyl]benzenesulfonamide). Isolated yield 45.2%. RXN SMILES: [CH3:1][N:2]1[C:6](=[O:7])[O:5][C:4]([C:8]2[CH:13]=[CH:12][CH:11]=[CH:10][C:9]=2[S:14]([NH2:17])(=[O:16])=[O:15])=[N:3]1.C1([O:24][C:25](=O)[NH:26][C:27]2[N:32]=[C:31]([CH3:33])[N:30]=[C:29]([O:34][CH3:35])[N:28]=2)C=CC=CC=1.C1CCN2C(=NCCC2)CC1>O1CCOCC1>[CH3:1][N:2]1[C:6](=[O:7])[O:5][C:4]([C:8]2[C:9]([S:14]([NH:17][C:25]([NH:26][C:27]3[N:32]=[C:31]([CH3:33])[N:30]=[C:29]([O:34][CH3:35])[N:28]=3)=[O:24])(=[O:16])=[O:15])=[CH:10][CH2:11][CH2:12][CH:13]=2)=[N:3]1. Reported procedure: By the procedure of Example 5, 0.4 g of the product of Example 4 was reacted with 0.41 g of phenyl(4-methyl-6-methoxy-1,3,5-triazin-2-yl)carbamate and 0.24 g of "DBU" in 10 ml of p-dioxane. The isolated crude solid was purified by slurry-washing with 10 ml of warm acetonitrile to yield 0.3 g of the subject compound; m.p. 198°-200° C.